From a dataset of the Open Reaction Database (ORD), a public repository of structured organic reaction records. describe an organic reaction: reactants, conditions, products, and yield Isolated yield 55.1%. Run at temperature 25 celsius, time 4 hour. Starting materials: NC=1C(=NC(=C(N1)C1=CC=CC=C1)C1=CN(C(C=C1)=O)C(C)C)C(=O)O (3-amino-6-(1-isopropyl-6-oxo-1,6-dihydro-3-pyridyl)-5-phenyl-2-pyrazinecarboxylic acid), Cl.CN (methylamine hydrochloride), C(C)N=C=NCCCN(C)C (1-ethyl-3-[3′-(dimethylamino)propyl]-carbodiimide), ON1N=NC2=C1C=CC=C2 (1-hydroxy-benzotriazole). Procedure: A mixture of 3-amino-6-(1-isopropyl-6-oxo-1,6-dihydro-3-pyridyl)-5-phenyl-2-pyrazinecarboxylic acid (70 mg), methylamine hydrochloride (14.8 mg), 1-ethyl-3-[3′-(dimethylamino)propyl]-carbodiimide (34.1 mg), and 1-hydroxy-benzotriazole (29.7 mg) in CH2Cl2 (0.7 ml) was stirred at 25° C. for 4 hours. Water and EtOAc were poured into the mixture. The organic layer was separated, washed with water, sat. aq. NaHCO3, and brine, and dried over MgSO4. The solvent was removed under reduced pressure. The r... Yields the product NC=1C(=NC(=C(N1)C1=CC=CC=C1)C1=CN(C(C=C1)=O)C(C)C)C(=O)NC (3-amino-6-(1-isopropyl-6-oxo-1,6-dihydro-3-pyridyl)-N-methyl-5-phenyl-2-pyrazinecarboxamide). As a reaction SMILES: [NH2:1][C:2]1[C:3]([C:24]([OH:26])=O)=[N:4][C:5]([C:14]2[CH:19]=[CH:18][C:17](=[O:20])[N:16]([CH:21]([CH3:23])[CH3:22])[CH:15]=2)=[C:6]([C:8]2[CH:13]=[CH:12][CH:11]=[CH:10][CH:9]=2)[N:7]=1.Cl.CN.[CH2:30]([N:32]=C=NCCCN(C)C)C.ON1C2C=CC=CC=2N=N1>C(Cl)Cl.CCOC(C)=O.O>[NH2:1][C:2]1[C:3]([C:24]([NH:32][CH3:30])=[O:26])=[N:4][C:5]([C:14]2[CH:19]=[CH:18][C:17](=[O:20])[N:16]([CH:21]([CH3:23])[CH3:22])[CH:15]=2)=[C:6]([C:8]2[CH:13]=[CH:12][CH:11]=[CH:10][CH:9]=2)[N:7]=1 |f:1.2|. Run in C(Cl)Cl (CH2Cl2), CCOC(=O)C (EtOAc), O (Water). Starting materials: CN(C(=O)[C@H]1N(CCC1)CCN(C(C1=CC(=CC=C1)C(NC1=C(C=C(C=C1)N1CCCCC1)C1=NC=CC(=C1)C(N[C@H]1CCCC2=CC=CC=C12)=O)=O)=O)C)CCOCCOCCOCCC(=O)OC(C)(C)C (tert-Butyl 2-methyl-1-((S)-1-(2-(N-methyl-3-((4-(piperidin-1-yl)-2-(4-(((S)-1,2,3,4-tetrahydronaphthalen-1-yl)carbamoyl)pyridin-2-yl)phenyl)carbamoyl)benzamido) ethyl)pyrrolidin-2-yl)-1-oxo-5,8,11-trioxa-2-azatetradecan-14-oate), C(=O)(C(F)(F)F)O (TFA). Reaction conditions: time 30 minute. Product: CN(C(=O)[C@H]1N(CCC1)CCN(C(C1=CC(=CC=C1)C(NC1=C(C=C(C=C1)N1CCCCC1)C1=NC=CC(=C1)C(N[C@H]1CCCC2=CC=CC=C12)=O)=O)=O)C)CCOCCOCCOCCC(=O)O (2-Methyl-1-((S)-1-(2-(N-methyl-3-((4-(piperidin-1-yl)-2-(4-(((S)-1,2,3,4-tetrahydronaphthalen-1-yl)carbamoyl)pyridin-2-yl)phenyl)carbamoyl)benzamido)ethyl)pyrrolidin-2-yl)-1-oxo-5,8,11-trioxa-2-azatetradecan-14-oic acid). Yield: 116.5%. Reaction SMILES: [CH3:1][N:2]([CH2:56][CH2:57][O:58][CH2:59][CH2:60][O:61][CH2:62][CH2:63][O:64][CH2:65][CH2:66][C:67]([O:69]C(C)(C)C)=[O:68])[C:3]([C@@H:5]1[CH2:9][CH2:8][CH2:7][N:6]1[CH2:10][CH2:11][N:12]([CH3:55])[C:13](=[O:54])[C:14]1[CH:19]=[CH:18][CH:17]=[C:16]([C:20](=[O:53])[NH:21][C:22]2[CH:27]=[CH:26][C:25]([N:28]3[CH2:33][CH2:32][CH2:31][CH2:30][CH2:29]3)=[CH:24][C:23]=2[C:34]2[CH:39]=[C:38]([C:40](=[O:52])[NH:41][C@@H:42]3[C:51]4[C:46](=[CH:47][CH:48]=[CH:49][CH:50]=4)[CH2:45][CH2:44][CH2:43]3)[CH:37]=[CH:36][N:35]=2)[CH:15]=1)=[O:4].C(O)(C(F)(F)F)=O>>[CH3:1][N:2]([CH2:56][CH2:57][O:58][CH2:59][CH2:60][O:61][CH2:62][CH2:63][O:64][CH2:65][CH2:66][C:67]([OH:69])=[O:68])[C:3]([C@@H:5]1[CH2:9][CH2:8][CH2:7][N:6]1[CH2:10][CH2:11][N:12]([CH3:55])[C:13](=[O:54])[C:14]1[CH:19]=[CH:18][CH:17]=[C:16]([C:20](=[O:53])[NH:21][C:22]2[CH:27]=[CH:26][C:25]([N:28]3[CH2:33][CH2:32][CH2:31][CH2:30][CH2:29]3)=[CH:24][C:23]=2[C:34]2[CH:39]=[C:38]([C:40](=[O:52])[NH:41][C@@H:42]3[C:51]4[C:46](=[CH:47][CH:48]=[CH:49][CH:50]=4)[CH2:45][CH2:44][CH2:43]3)[CH:37]=[CH:36][N:35]=2)[CH:15]=1)=[O:4]. Reported procedure: To tert-Butyl 2-methyl-1-((S)-1-(2-(N-methyl-3-((4-(piperidin-1-yl)-2-(4-(((S)-1,2,3,4-tetrahydronaphthalen-1-yl)carbamoyl)pyridin-2-yl)phenyl)carbamoyl)benzamido) ethyl)pyrrolidin-2-yl)-1-oxo-5,8,11-trioxa-2-azatetradecan-14-oate (16 mg) was added TFA (2 mL). The mixture was stirred at rt for 30 minutes, concentrated and purified by prep. HPLC to give a yellow solid (17.6 mg, 86%). MS (ES, m/z): 946.34 [M+H]+. The reactants are CO, CON=O, [Na+], [OH-], N#CCc1cccs1. Product: N#CC(=NO)c1cccs1. Reaction SMILES: [CH3:15][OH:16].[N:11](=[O:12])[O:13][CH3:14].[Na+:10].[OH-:9].[s:1]1[c:2]([CH2:6][C:7]#[N:8])[cH:3][cH:4][cH:5]1>>[s:1]1[c:2]([C:6]([C:7]#[N:8])=[N:11][OH:12])[cH:3][cH:4][cH:5]1. The reactants are Cc1ccccc1, CC(O)c1ccccc1Cl, Cl, O=S(Cl)Cl. Product: CC(Cl)c1ccccc1Cl. RXN SMILES: [CH3:16][c:17]1[cH:18][cH:19][cH:20][cH:21][cH:22]1.[Cl:5][c:6]1[c:7]([CH:12]([CH3:13])[OH:14])[cH:8][cH:9][cH:10][cH:11]1.[ClH:15].[S:1]([Cl:2])([Cl:3])=[O:4]>>[Cl:5][c:6]1[c:7]([CH:12]([CH3:13])[Cl:15])[cH:8][cH:9][cH:10][cH:11]1. Starting materials: COC(C1=CC(=C(C=C1)CN1C(CCCC1C1=NC=CC=C1C)C1=NC=CC=C1C)[N+](=O)[O-])=O (4-(3,3″-dimethyl-3′,4′,5′,6′-tetrahydro-2′H-[2,2′;6′,2″]terpyridin-1′-ylmethyl)-3-nitro-benzoic acid methyl ester), resultant mixture. The reagents and catalysts are [Pd] (palladium). The solvent is CO (MeOH), CCOC(=O)C (EtOAc). The product is COC(C1=CC(=C(C=C1)CN1C(CCCC1C1=NC=CC=C1C)C1=NC=CC=C1C)N)=O (3-amino-4-(3,3″-dimethyl-3′,4′,5′,6′-tetrahydro-2′H-[2,2′;6′,2″]terpyridin-1′-ylmethyl)-benzoic acid methyl ester). Yield: 69.0%. RXN SMILES: [CH3:1][O:2][C:3](=[O:34])[C:4]1[CH:9]=[CH:8][C:7]([CH2:10][N:11]2[CH:16]([C:17]3[C:22]([CH3:23])=[CH:21][CH:20]=[CH:19][N:18]=3)[CH2:15][CH2:14][CH2:13][CH:12]2[C:24]2[C:29]([CH3:30])=[CH:28][CH:27]=[CH:26][N:25]=2)=[C:6]([N+:31]([O-])=O)[CH:5]=1>CO.CCOC(C)=O.[Pd]>[CH3:1][O:2][C:3](=[O:34])[C:4]1[CH:9]=[CH:8][C:7]([CH2:10][N:11]2[CH:12]([C:24]3[C:29]([CH3:30])=[CH:28][CH:27]=[CH:26][N:25]=3)[CH2:13][CH2:14][CH2:15][CH:16]2[C:17]2[C:22]([CH3:23])=[CH:21][CH:20]=[CH:19][N:18]=2)=[C:6]([NH2:31])[CH:5]=1. Reported procedure: Using General Procedure A: A solution of 3,3″-dimethyl-1′,2′,3′,4′,5′,6′-hexahydro-[2,2′;6′,2″]terpyridine (0.829 g, 3.10 mmol), 4-bromomethyl-3-nitrobenzoic acid methyl ester (1.26 g, 4.61 mmol), KI (115 mg, 0.69 mmol), and DIPEA (1.20 mL, 6.89 mmol) in DMF (16 mL) was heated at 60° C. for 18 hours. Purification of the crude material by column chromatography on silica gel (40:1:1 CH2Cl2—CH3OH—NH4OH) provided 1.40 g (98%) of 4-(3,3″-dimethyl-3′,4′,5′,6′-tetrahydro-2′H-[2,2′;6′,2″]terpyridin-1′-y... Starting materials: O=C([O-])[O-], CN(C)C=O, [Cs+], [Cs+], O=C(Nc1cc([N+](=O)[O-])ccn1)C1CC1, O=C(O)c1cnc2ccc(O)cc2c1. Product: O=C(O)c1cnc2ccc(Oc3ccnc(NC(=O)C4CC4)c3)cc2c1. As a reaction SMILES: [C:30](=[O:31])([O-:32])[O-:33].[CH3:36][N:37]([CH3:38])[CH:39]=[O:40].[Cs+:34].[Cs+:35].[N+:1]([O-:2])(=[O:3])[c:4]1[cH:5][c:6]([NH:10][C:11](=[O:12])[CH:13]2[CH2:14][CH2:15]2)[n:7][cH:8][cH:9]1.[OH:16][c:17]1[cH:18][c:19]2[cH:20][c:21]([C:27](=[O:28])[OH:29])[cH:22][n:23][c:24]2[cH:25][cH:26]1>>[c:4]1([O:16][c:17]2[cH:18][c:19]3[cH:20][c:21]([C:27](=[O:28])[OH:29])[cH:22][n:23][c:24]3[cH:25][cH:26]2)[cH:5][c:6]([NH:10][C:11](=[O:12])[CH:13]2[CH2:14][CH2:15]2)[n:7][cH:8][cH:9]1.